This data is from the Open Reaction Database (ORD), a public repository of structured organic reaction records. The task is: describe an organic reaction: reactants, conditions, products, and yield Starting materials: O (water), FC1=CC=C(C=C1)[C@@H]1OC[C@H](C1)CI (trans-2-(4-fluorophenyl)-4-(iodomethyl)tetrahydrofuran), N1CCC(CC1)N1C(NC2=C1C=CC(=C2)Cl)=O (1-(4-piperidyl)-5-chloro-benzimidazolin-2-one), C([O-])([O-])=O.[K+].[K+] (potassium carbonate). The solvent is CN(C=O)C (dimethylformamide). Conditions: temperature 70 celsius, time 24 hour. The product is C(\C=C/C(=O)O)(=O)O.FC1=CC=C(C=C1)[C@@H]1OC[C@H](C1)CN1CCC(CC1)N1C(NC2=C1C=CC(=C2)Cl)=O (1-[1-(trans-2-(4-fluorophenyl)-tetrahydro-4-furylmethyl)-4-piperidyl]-5-chloro-benzimidazolin-2-one maleate). As a reaction SMILES: [F:1][C:2]1[CH:7]=[CH:6][C:5]([C@H:8]2[CH2:12][C@H:11]([CH2:13]I)[CH2:10][O:9]2)=[CH:4][CH:3]=1.[NH:15]1[CH2:20][CH2:19][CH:18]([N:21]2[C:25]3[CH:26]=[CH:27][C:28]([Cl:30])=[CH:29][C:24]=3[NH:23][C:22]2=[O:31])[CH2:17][CH2:16]1.[C:32](=[O:35])([O-:34])[O-].[K+].[K+].O>CN(C)C=O>[C:8]([OH:31])(=[O:9])/[CH:12]=[CH:11]\[C:32]([OH:34])=[O:35].[F:1][C:2]1[CH:7]=[CH:6][C:5]([C@H:8]2[CH2:12][C@H:11]([CH2:13][N:15]3[CH2:16][CH2:17][CH:18]([N:21]4[C:25]5[CH:26]=[CH:27][C:28]([Cl:30])=[CH:29][C:24]=5[NH:23][C:22]4=[O:31])[CH2:19][CH2:20]3)[CH2:10][O:9]2)=[CH:4][CH:3]=1 |f:2.3.4,7.8|. Procedure details: A mixture of 5.2 g of trans-2-(4-fluorophenyl)-4-(iodomethyl)tetrahydrofuran, 4.3 g of 1-(4-piperidyl)-5-chloro-benzimidazolin-2-one and 2.3 g of potassium carbonate in 50 ml of dimethylformamide is heated with stirring at 70° C. for 24 hours. The reaction mixture is then poured into water and extracted with ethyl acetate. The extract is washed with water and dried over magnesium sulfate, and the solvent is distilled off under reduced pressure. The residue is dissolved in a small amount of chlor... The reactants are Cl (hydrochloric acid), COC(CN1S(C2=C(C1=O)C=CC1=CC=CC=C12)(=O)=O)=O (3-oxo-naphth[2,1-d]isothiazoline-2-acetic acid methyl ester-1,1-dioxide), C(C)(C)(C)O (tert.butanol), [Na] (sodium). The solvent is CO (methanol), CO (methanol). Run at temperature 60 celsius. Product: COC(=O)C=1NS(C2=C(C1O)C=CC1=CC=CC=C12)(=O)=O (4-hydroxy-2H-naphtho[2,1-e]-1,2-thiazine-3-carboxylic acid methyl ester-1,1 -dioxide). As a reaction SMILES: [Na].[CH3:2][O:3][C:4](=[O:22])[CH2:5][N:6]1[C:10](=[O:11])[C:9]2[CH:12]=[CH:13][C:14]3[C:19]([C:8]=2[S:7]1(=[O:21])=[O:20])=[CH:18][CH:17]=[CH:16][CH:15]=3.C(O)(C)(C)C.Cl>CO>[CH3:2][O:3][C:4]([C:5]1[NH:6][S:7](=[O:21])(=[O:20])[C:8]2[C:19]3[C:14](=[CH:15][CH:16]=[CH:17][CH:18]=3)[CH:13]=[CH:12][C:9]=2[C:10]=1[OH:11])=[O:22] |^1:0|. Procedure details: 0.90 mol of methanol-free sodium methylate was prepared by dissolving 20.7 gm (0.90 gm-atom) of sodium in 350 ml of absolute methanol, subsequently distilling off the alcohol, and repeated azeotropic distillation with xylene. After addition of 9.15 gm (0.30 mol) of 3-oxo-naphth[2,1-d]isothiazoline-2-acetic acid methyl ester-1,1-dioxide, 250 ml of anhydrous tert.butanol were added. The reaction mixture was slowly heated to 60° C, kept at 60°-65° C for 11/4 hours, and subsequently refluxed for 1 h... The reactants are [OH-].[Na+] (sodium hydroxide), O1C(CCCC1)O[C@H](C(=O)OCC)C (ethyl(2S)-2-(3,4,5,6-tetrahydro-2H-pyran-2-yloxy)propionate), C(C)(=O)O (acetic acid). Solvent: C(C)O (ethanol). Product: O1C(CCCC1)O[C@H](C(=O)O)C ((2S)-2-(3,4,5,6-tetrahydro-2H-pyran-2-yloxy)propionic acid). RXN SMILES: [OH-].[Na+].C(O)(=O)C.[O:7]1[CH2:12][CH2:11][CH2:10][CH2:9][CH:8]1[O:13][C@@H:14]([CH3:20])[C:15]([O:17]CC)=[O:16]>C(O)C>[O:7]1[CH2:12][CH2:11][CH2:10][CH2:9][CH:8]1[O:13][C@@H:14]([CH3:20])[C:15]([OH:17])=[O:16] |f:0.1|. Procedure details: In ethanol (450 ml) was dissolved ethyl(2S)-2-(3,4,5,6-tetrahydro-2H-pyran-2-yloxy)propionate, to which was added, under ice-cooling, 2N sodium hydroxide solution (150 ml), and the mixture was stirred for one hour at room temperature. The reaction mixture was cooled with ice, to which was added a 27° C. aqueous solution of acetic acid (100 ml), followed by extraction with dichloromethane (200 ml) three times. Dichloromethane layers were combined and washed with a saturated aqueous saline solutio... Starting materials: O=Cc1cccc(Cl)c1, [Mg+2], C[N+](=O)[O-], O=S(=O)([O-])[O-]. The product is O=[N+]([O-])CC(O)c1cccc(Cl)c1. RXN SMILES: [Cl:1][c:2]1[cH:3][c:4]([CH:5]=[O:6])[cH:7][cH:8][cH:9]1.[Mg+2:10].[N+:16](=[O:17])([O-:18])[CH3:19].[O-:11][S:12](=[O:13])(=[O:14])[O-:15]>>[Cl:1][c:2]1[cH:3][c:4]([CH:5]([OH:6])[CH2:19][N+:16](=[O:17])[O-:18])[cH:7][cH:8][cH:9]1. Procedure details: According to the procedure described in the synthesis method of Compound IX-2, (S)-1,1-diethoxypropan-2-amine (Compound XIX-1) 883 mg (6.0 mmol) was reacted with benzo[b]thiophene-3-carbaldehyde 827 mg (5.1 mmol) to obtain the title compound 1.45 g (97%). Starting materials: C(C)OC([C@H](C)N)OCC ((S)-1,1-diethoxypropan-2-amine), S1C2=C(C(=C1)C=O)C=CC=C2 (benzo[b]thiophene-3-carbaldehyde). As a reaction SMILES: [CH2:1]([O:3][CH:4]([O:8][CH2:9][CH3:10])[C@@H:5]([NH2:7])[CH3:6])[CH3:2].[S:11]1[CH:15]=[C:14]([CH:16]=O)[C:13]2[CH:18]=[CH:19][CH:20]=[CH:21][C:12]1=2>>[S:11]1[CH:15]=[C:14]([CH2:16][NH:7][C@@H:5]([CH3:6])[CH:4]([O:8][CH2:9][CH3:10])[O:3][CH2:1][CH3:2])[C:13]2[CH:18]=[CH:19][CH:20]=[CH:21][C:12]1=2. Isolated yield 96.9%. The product is S1C2=C(C(=C1)CN[C@H](C(OCC)OCC)C)C=CC=C2 ((S)—N-(benzo[b]thiophen-3-ylmethyl)-1,1-diethoxypropan-2-amine). The reactants are [H-].[Al+3].[Li+].[H-].[H-].[H-] (lithium aluminum hydride), ClC=1C=C(C=CC(=O)O)C=CC1 (3-chlorocinnamic acid). Run in C1CCOC1 (THF), C1CCOC1 (THF). Reaction conditions: time 6 hour. Yields the product ClC=1C=C(C=CC1)CCCO (3-(3-chloro-phenyl)-propan-1-ol). Isolated yield 110.6%. Reaction SMILES: [H-].[Al+3].[Li+].[H-].[H-].[H-].[Cl:7][C:8]1[CH:9]=[C:10]([CH:16]=[CH:17][CH:18]=1)[CH:11]=[CH:12][C:13](O)=[O:14]>C1COCC1>[Cl:7][C:8]1[CH:9]=[C:10]([CH2:11][CH2:12][CH2:13][OH:14])[CH:16]=[CH:17][CH:18]=1 |f:0.1.2.3.4.5|. Procedure details: A slurry of lithium aluminum hydride (2.08 g, 54.7 mmol) in THF (100 mL) was cooled to −78 C. A solution of 3-chlorocinnamic acid (5.00 g, 27.4 mmol) in THF (25 mL) was added dropwise. The cold bath was removed and the mixture was warmed to room temperature. After 6 h, the reaction was quenched by addition of sodium sulfate decahydrate and the mixture was stirred overnight. The solids were removed by filtration with the aid of EtOAc and the organic solution was washed with brine, dried over MgSO... Starting materials: C(C)(C)(C)OC(=O)N1CCC(CC1)(C)C#N (4-cyano-4-methyl-piperidine-1-carboxylic acid tert-butyl ester), CS(=O)C (DMSO), [OH-].[Na+] (NaOH), OO (H2O2). The solvent is CO (methanol). Run at temperature 50 celsius. Product: C(C)(C)(C)OC(=O)N1CCC(CC1)(C)C(N)=O (4-Carbamoyl-4-methyl-piperidine-1-carboxylic acid tert-butyl ester). RXN SMILES: [C:1]([O:5][C:6]([N:8]1[CH2:13][CH2:12][C:11]([C:15]#[N:16])([CH3:14])[CH2:10][CH2:9]1)=[O:7])([CH3:4])([CH3:3])[CH3:2].CS(C)=[O:19].[OH-].[Na+].OO>CO>[C:1]([O:5][C:6]([N:8]1[CH2:13][CH2:12][C:11]([C:15](=[O:19])[NH2:16])([CH3:14])[CH2:10][CH2:9]1)=[O:7])([CH3:4])([CH3:2])[CH3:3] |f:2.3|. Procedure details: To a solution of 4-cyano-4-methyl-piperidine-1-carboxylic acid tert-butyl ester (2.24 g, 10 mmol) in methanol (25 mL) was added DMSO (1 mL), aqueous 1N NaOH (12 mL, 12 mmol) and H2O2 (4 mL) at room temperature. The mixture was heated at 50° C. for 3 hours. After cooling to room temperature, the mixture was partitioned between EtOAc and H2O. The organic layer was washed successively with H2O and brine. After drying (Na2SO4), the solvent was removed to afford the desired product.